Dataset: the Open Reaction Database (ORD), a public repository of structured organic reaction records. Task: describe an organic reaction: reactants, conditions, products, and yield Reactants: BrC=1C=CC(=C(C1)C(C)=O)OC (1-(5-bromo-2-methoxyphenyl)ethanone), C1(=CC=CC=C1)NN (phenylhydrazine). Run in O (water). Run at temperature 110 celsius, time 2 hour. The product is BrC=1C=CC(=C(C1)C=1NC2=CC=CC=C2C1)OC (2-(5-bromo-2-methoxyphenyl)-1H-indole). Yield: 75.9%. As a reaction SMILES: [Br:1][C:2]1[CH:3]=[CH:4][C:5]([O:11][CH3:12])=[C:6]([C:8](=O)[CH3:9])[CH:7]=1.[C:13]1([NH:19]N)[CH:18]=[CH:17][CH:16]=[CH:15][CH:14]=1>O>[Br:1][C:2]1[CH:3]=[CH:4][C:5]([O:11][CH3:12])=[C:6]([C:8]2[NH:19][C:13]3[C:18]([CH:9]=2)=[CH:17][CH:16]=[CH:15][CH:14]=3)[CH:7]=1. Procedure details: The mixture of 1-(5-bromo-2-methoxyphenyl)ethanone (10 g, 43.6 mmol), phenylhydrazine (7.07 g, 65.5 mmol) was stirred in PPA (50 mL) at 110° C. for 2 hours. The reaction mixture was added to water and basified to pH=7, then extracted with ethyl acetate and washed with brine, dried over Na2SO4. After concentrated, the resulting residue was purified using column chromatography to provide the product of 2-(5-bromo-2-methoxyphenyl)-1H-indole (10 g, yield: 71%). 1H-NMR (CDCl3, 400 MHz) δ 9.57 (s, 1H)... Starting materials: O=C([O-])[O-], COc1ccc(N)c(OC)c1, COC(=O)c1cccc(I)c1C(=O)OC, Cc1ccccc1, ClCCl, [Cs+], [Cs+], O=C(C=Cc1ccccc1)C=Cc1ccccc1, O=C(C=Cc1ccccc1)C=Cc1ccccc1, O=C(C=Cc1ccccc1)C=Cc1ccccc1, [Pd], [Pd]. Product: COC(=O)c1cccc(Nc2ccc(OC)cc2OC)c1C(=O)OC. Reaction SMILES: [C:27](=[O:28])([O-:29])[O-:30].[CH3:16][O:17][c:18]1[c:19]([NH2:20])[cH:21][cH:22][c:23]([O:25][CH3:26])[cH:24]1.[CH3:1][O:2][C:3]([c:4]1[c:5]([C:6](=[O:7])[O:8][CH3:9])[c:10]([I:14])[cH:11][cH:12][cH:13]1)=[O:15].[CH3:33][c:34]1[cH:35][cH:36][cH:37][cH:38][cH:39]1.[Cl:40][CH2:41][Cl:42].[Cs+:31].[Cs+:32].[O:45]=[C:46]([CH:47]=[CH:48][c:49]1[cH:50][cH:51][cH:52][cH:53][cH:54]1)[CH:55]=[CH:56][c:57]1[cH:58][cH:59][cH:60][cH:61][cH:62]1.[O:63]=[C:64]([CH:65]=[CH:66][c:67]1[cH:68][cH:69][cH:70][cH:71][cH:72]1)[CH:73]=[CH:74][c:75]1[cH:76][cH:77][cH:78][cH:79][cH:80]1.[O:81]=[C:82]([CH:83]=[CH:84][c:85]1[cH:86][cH:87][cH:88][cH:89][cH:90]1)[CH:91]=[CH:92][c:93]1[cH:94][cH:95][cH:96][cH:97][cH:98]1.[Pd:43].[Pd:44]>>[CH3:1][O:2][C:3]([c:4]1[c:5]([C:6](=[O:7])[O:8][CH3:9])[c:10]([NH:20][c:19]2[c:18]([O:17][CH3:16])[cH:24][c:23]([O:25][CH3:26])[cH:22][cH:21]2)[cH:11][cH:12][cH:13]1)=[O:15]. Starting materials: CCOCC (ether), O (water), C(#N)C1=NN(C(=C1C#C)N(C(=O)OC(C)(C)C)C(=O)OC(C)(C)C)C1=C(C=C(C=C1Cl)C(F)(F)F)Cl (3-cyano-5-di-(t-butoxycarbonyl)amino-1-(2,6-dichloro-4-trifluoromethylphenyl)4-ethynylpyrazole), C(#N)C1=NN(C(=C1C#C)N(C(=O)OC(C)(C)C)C(=O)OC(C)(C)C)C1=C(C=C(C=C1Cl)C(F)(F)F)Cl (3-Cyano-5-di-(t-butoxycarbonyl)amino-1-(2,6-dichloro-4-trifluoromethlphenyl)-4-ethynyipyrazole), BrN1C(CCC1=O)=O (N-bromosuccinimide). Reagents/catalysts: [N+](=O)([O-])[O-].[Ag+] (silver nitrate). Run in CC(=O)C (acetone). Reaction conditions: time 1 hour. The product is C(#N)C1=NN(C(=C1C#CBr)N(C(=O)OC(C)(C)C)C(=O)OC(C)(C)C)C1=C(C=C(C=C1Cl)C(F)(F)F)Cl (3-Cyano-5-di-(t-butoxycarbonyl)amino-1-(2,6-dichloro-4-trifluoromethylphenyl)-4-bromoethynylpyrazole). Reaction SMILES: [C:1]([C:3]1[C:7]([C:8]#[CH:9])=[C:6]([N:10]([C:18]([O:20][C:21]([CH3:24])([CH3:23])[CH3:22])=[O:19])[C:11]([O:13][C:14]([CH3:17])([CH3:16])[CH3:15])=[O:12])[N:5]([C:25]2[C:30]([Cl:31])=[CH:29][C:28]([C:32]([F:35])([F:34])[F:33])=[CH:27][C:26]=2[Cl:36])[N:4]=1)#[N:2].[Br:37]N1C(=O)CCC1=O.CCOCC.O>CC(C)=O.[N+]([O-])([O-])=O.[Ag+]>[C:1]([C:3]1[C:7]([C:8]#[C:9][Br:37])=[C:6]([N:10]([C:11]([O:13][C:14]([CH3:17])([CH3:15])[CH3:16])=[O:12])[C:18]([O:20][C:21]([CH3:24])([CH3:23])[CH3:22])=[O:19])[N:5]([C:25]2[C:26]([Cl:36])=[CH:27][C:28]([C:32]([F:34])([F:35])[F:33])=[CH:29][C:30]=2[Cl:31])[N:4]=1)#[N:2] |f:5.6|. Procedure: To a solution of 3-cyano-5-di-(t-butoxycarbonyl)amino-1-(2,6-dichloro-4-trifluoromethylphenyl)4-ethynylpyrazole (100 mg, the compound of Example B4) in acetone (10 ml) was added silver nitrate (5 mg) and N-bromosuccinimide (80 mg). The mixture was stirred at room temperature for one hour and then poured into ether (100 ml) and water (100 ml). The organic layer was separated, dried (MgSO4) and evaporated. The crude product was purified by column chromatography on silica gel eluted with dichlorome... The reactants are C(C=C)OCC=C (monoallyl ether), COC(C)(C)OC (dimethoxypropane), C=1(C(=CC=CC1)S(=O)(=O)O)C (toluenesulfonic acid), CO (methanol). Run in C1(=CC=CC=C1)C (toluene). Yields the product C(C)C1(OC(OCC1)(C)C)COCC=C (4-Ethyl-4-(Allyloxymethyl)-2,2 dimethyl-1,3 Dioxane). Isolated yield 94.0%. RXN SMILES: C([O:4][CH2:5][CH:6]=[CH2:7])C=C.C[O:9][C:10]([O:13]C)([CH3:12])[CH3:11].[C:15]1([CH3:25])[C:16](S(O)(=O)=O)=[CH:17]C=[CH:19][CH:20]=1.CO>C1(C)C=CC=CC=1>[CH2:16]([C:15]1([CH2:25][O:4][CH2:5][CH:6]=[CH2:7])[CH2:20][CH2:19][O:13][C:10]([CH3:12])([CH3:11])[O:9]1)[CH3:17]. Procedure details: Trimethololpropane monoallyl ether (174 g) was stirred in toluene (400 ml) with dimethoxypropane (110 g) and toluenesulfonic acid (1 g). The reaction mixture was heated until methanol distilled over and heating continued until distillate was no longer collected. Concentration and vacuum distillaiton (bp 85°-95° C., 1 mm Hg) gave the product in 94% yield.